Dataset: the Open Reaction Database (ORD), a public repository of structured organic reaction records. Task: describe an organic reaction: reactants, conditions, products, and yield Starting materials: C(Cl)Cl (methylene chloride), CC1=CCCC(C1CCC(=O)C)(C)C (α-dihydro-ionone), ClO (hypochlorous acid), CCCCCC (hexane). Product: ClC1CCC(C(C1=C)CC(CC)=O)(C)C (5-chloro-6-methylene-2,2-dimethylcyclohexyl-2-butanone). The yield is 59.0%. As a reaction SMILES: [CH3:1][C:2]1[CH:7]([CH2:8][CH2:9][C:10]([CH3:12])=O)[C:6]([CH3:14])([CH3:13])[CH2:5][CH2:4]C=1.Cl[OH:16].CCCCCC.[CH2:23]([Cl:25])Cl>>[Cl:25][CH:23]1[C:2](=[CH2:1])[CH:7]([CH2:8][C:9](=[O:16])[CH2:10][CH3:12])[C:6]([CH3:14])([CH3:13])[CH2:5][CH2:4]1. Procedure details: The reaction of α-dihydro-ionone and hypochlorous acid was carried out as described in Example 1 except that hexane was substituted for methylene chloride. A 59% yield of 4-(5-chloro-6-methylene-2,2-dimethylcyclohexyl-2-butanone was obtained. The spectral data was identical to that reported in Example 1. Reactants: C(C)(C)C1(C(N=C(S1)N[C@@H]1[C@H]2CC([C@@H](C1)C2)=O)=O)C (5-isopropyl-5-methyl-2-((1R,2S,4R)-5-oxobicyclo[2.2.1]heptan-2-ylamino)thiazol-4(5H)-one), CCC([BH-](C(CC)C)C(CC)C)C.[Li+] (L-Selectride). Solvent: C1CCOC1 (THF), C1CCOC1 (THF). Reaction conditions: temperature -78 celsius, time 3 hour. Yields the product O[C@H]1[C@H]2C[C@@H]([C@@H](C1)C2)NC=2SC(C(N2)=O)(C)C(C)C (2-((1R,2S,4R,5R)-5-Hydroxybicyclo[2.2.1]heptan -2-ylamino)-5-isopropyl-5-methylthiazol-4(5H)-one). Reaction SMILES: [CH:1]([C:4]1([CH3:19])[S:8][C:7]([NH:9][C@H:10]2[CH2:15][C@H:14]3[CH2:16][C@@H:11]2[CH2:12][C:13]3=[O:17])=[N:6][C:5]1=[O:18])([CH3:3])[CH3:2].CCC(C)[BH-](C(C)CC)C(C)CC.[Li+]>C1COCC1>[OH:17][C@@H:13]1[CH2:12][C@H:11]2[CH2:16][C@@H:14]1[CH2:15][C@@H:10]2[NH:9][C:7]1[S:8][C:4]([CH:1]([CH3:3])[CH3:2])([CH3:19])[C:5](=[O:18])[N:6]=1 |f:1.2|. Procedure details: To a solution of 5-isopropyl-5-methyl-2-((1R,2S,4R)-5-oxobicyclo[2.2.1]heptan-2-ylamino)thiazol-4(5H)-one (0.380 g, 1.36 mmol) in anhydrous THF (20 mL) was added L-Selectride (1.0 M solution in THF, 4.07 mL, 4.07 mmol) in anhydrous THF at −78° C. under nitrogen. After stirring at −78° C. for 3 h., the reaction was quenched with hydrogen peroxide (35 wt % solution in water, 4 mL) and NaOH (10% aqueous, 7 mL). The mixture was warmed to ambient temp. and then in a 65° C. bath overnight. The volatil... RXN SMILES: [O:1]1[CH2:6][CH2:5][C:4](=[CH:7][C:8]([O:10][CH2:11][CH3:12])=[O:9])[CH2:3][CH2:2]1.C([O-])=O.[NH4+]>CO.[Pd].[C]>[O:1]1[CH2:6][CH2:5][CH:4]([CH2:7][C:8]([O:10][CH2:11][CH3:12])=[O:9])[CH2:3][CH2:2]1 |f:1.2,4.5|. Isolated yield 78.1%. Yields the product O1CCC(CC1)CC(=O)OCC (Ethyl 2-(tetrahydro-2H-pyran-4-yl)acetate). The reactants are O1CCC(CC1)=CC(=O)OCC (ethyl 2-(2H-pyran-4(3H,5H,6H)-ylidene)acetate), C(=O)[O-].[NH4+] (ammonium formate). Solvent: CO (methanol). Procedure details: To a mixture composed of ethyl 2-(2H-pyran-4(3H,5H,6H)-ylidene)acetate (10 g, 58.75 mmol) and ammonium formate (37 g, 587.54 mmol) in methanol (150 ml) was added 10% Pd-carbon (1.0 g) at room temperature, and the mixture was stirred at 70° C. for 15 hr. The reaction mixture was allowed to cool to room temperature, and the catalyst was collected by filtration through Celite pad and was washed with methanol. The filtrate was concentrated under reduced pressure, and the residue was chromatographed ... Conditions: temperature 70 celsius, time 15 hour. Reagents/catalysts: [Pd].[C] (Pd carbon).